From a dataset of the Open Reaction Database (ORD), a public repository of structured organic reaction records. describe an organic reaction: reactants, conditions, products, and yield The reactants are ClC1=NC(=CC2=CC(=C(C=C12)OC)OC)NC1=NNC(=C1)C1CC1 ((1-Chloro-6,7-dimethoxy-isoquinolin-3-yl)-(5-cyclopropyl-1H-pyrazol-3-yl)-amine). The solvent is CC(C)O (propan-2-ol). Yields the product C1(CC1)C1=CC(=NN1)NC=1N=C(C2=CC(=C(C=C2C1)OC)OC)OC(C)C ((5-Cyclopropyl-1H-pyrazol-3-yl)-(1-isopropoxy-6,7-dimethoxy-isoquinolin-3-yl)-amine). Reaction SMILES: Cl[C:2]1[C:11]2[C:6](=[CH:7][C:8]([O:14][CH3:15])=[C:9]([O:12][CH3:13])[CH:10]=2)[CH:5]=[C:4]([NH:16][C:17]2[CH:21]=[C:20]([CH:22]3[CH2:24][CH2:23]3)[NH:19][N:18]=2)[N:3]=1>CC(O)C>[CH:22]1([C:20]2[NH:19][N:18]=[C:17]([NH:16][C:4]3[N:3]=[C:2]([O:12][CH:9]([CH3:10])[CH3:8])[C:11]4[C:6]([CH:5]=3)=[CH:7][C:8]([O:14][CH3:15])=[C:9]([O:12][CH3:13])[CH:10]=4)[CH:21]=2)[CH2:24][CH2:23]1. Procedure details: Similar procedure as described in example 10 was used, starting from (1-Chloro-6,7-dimethoxy-isoquinolin-3-yl)-(5-cyclopropyl-1H-pyrazol-3-yl)-amine and propan-2-ol to give (5-Cyclopropyl-1H-pyrazol-3-yl)-(1-isopropoxy-6,7-dimethoxy-isoquinolin-3-yl)-amine. LC-MS m/e 369(MH+). Starting materials: C(C1=CC=CC=C1)OC1=CC(=CC=2N(C(=NC21)C)C)Br (4-benzyloxy-6-bromo-1,2-dimethyl-1H-benzimidazole), C(C)(=O)N (acetamide), C([O-])([O-])=O.[Cs+].[Cs+] (cesium carbonate), ClCCl (dichloromethane). Reagents/catalysts: C=1C=CC(=CC1)/C=C/C(=O)/C=C/C2=CC=CC=C2.C=1C=CC(=CC1)/C=C/C(=O)/C=C/C2=CC=CC=C2.C=1C=CC(=CC1)/C=C/C(=O)/C=C/C2=CC=CC=C2.[Pd].[Pd] (Pd2(dba)3), CC1(C2=C(C(=CC=C2)P(C3=CC=CC=C3)C4=CC=CC=C4)OC5=C(C=CC=C51)P(C6=CC=CC=C6)C7=CC=CC=C7)C (xantphos). Run in O1CCOCC1 (dioxane). Yields the product C(C1=CC=CC=C1)OC1=CC(=CC2=C1N=C(N2C)C)NC(C)=O (N-(7-Benzyloxy-2,3-dimethyl-3H-benzimidazol-5-yl)-acetamide). Isolated yield 62.1%. RXN SMILES: [CH2:1]([O:8][C:9]1[C:17]2[N:16]=[C:15]([CH3:18])[N:14]([CH3:19])[C:13]=2[CH:12]=[C:11](Br)[CH:10]=1)[C:2]1[CH:7]=[CH:6][CH:5]=[CH:4][CH:3]=1.[C:21]([NH2:24])(=[O:23])[CH3:22].C(=O)([O-])[O-].[Cs+].[Cs+].ClCCl>O1CCOCC1.C1C=CC(/C=C/C(/C=C/C2C=CC=CC=2)=O)=CC=1.C1C=CC(/C=C/C(/C=C/C2C=CC=CC=2)=O)=CC=1.C1C=CC(/C=C/C(/C=C/C2C=CC=CC=2)=O)=CC=1.[Pd].[Pd].CC1(C)C2C(=C(P(C3C=CC=CC=3)C3C=CC=CC=3)C=CC=2)OC2C(P(C3C=CC=CC=3)C3C=CC=CC=3)=CC=CC1=2>[CH2:1]([O:8][C:9]1[C:17]2[N:16]=[C:15]([CH3:18])[N:14]([CH3:19])[C:13]=2[CH:12]=[C:11]([NH:24][C:21](=[O:23])[CH3:22])[CH:10]=1)[C:2]1[CH:7]=[CH:6][CH:5]=[CH:4][CH:3]=1 |f:2.3.4,7.8.9.10.11|. Procedure: A solution of 10 g (30.2 mmol) 4-benzyloxy-6-bromo-1,2-dimethyl-1H-benzimidazole, 2.1 g (36.2 mmol) acetamide, 524 mg (0.9 mmol) xantphos, 13.7 g (42.3 mmol) cesium carbonate and 276 mg (0.3 mmol) Pd2(dba)3 in 60 ml dioxane was stirred at 100° C. for 20 h. The reaction mixture was cooled to room temperature and poured into dichloromethane. The precipitate was filtered off and the filtrate was concentrated in vacuo. The residue was purified by column chromatography on silica gel (toluene/dioxane=... Reaction SMILES: [CH:13]([Cl:14])([Cl:15])[Cl:16].[Cl-:25].[Cu:10][C:11]#[N:12].[NH4+:23].[NH4+:26].[OH-:24].[OH:1][CH2:2][c:3]1[cH:4][c:5]([Br:9])[cH:6][n:7][cH:8]1.[cH:17]1[cH:18][cH:19][n:20][cH:21][cH:22]1>>[OH:1][CH2:2][c:3]1[cH:4][c:5]([C:11]#[N:12])[cH:6][n:7][cH:8]1. The reactants are ClC(Cl)Cl, [Cl-], N#C[Cu], [NH4+], [NH4+], [OH-], OCc1cncc(Br)c1, c1ccncc1. Product: N#Cc1cncc(CO)c1. Reaction conditions: time 4 hour. The product is COCCN(C=1C=2C(N=C(N1)C)=C(N(C2C)C)C2=C(C=C(C=C2)Cl)Cl)CCOC (4-[bis[2-methoxyethyl)amino]-7-(2,4-dichlorophenyl)-2,5,6-trimethylpyrrolo[3,4-d]pyrimidine). Reported procedure: Part E: 7-(2,4-Dichlorophenyl)-2,5,6-trimethyl-pyrrolo[3,4-d]pyrimidine-4(3H)-one: The compound of part D of Example 1 (0.25 g, 0.764 mmol) was dissolved in dioxane (2.0 mL) and acetonitrile (2.0 mL) and cooled to 15° C. under nitrogen. Dry HCl (gas) was passed through a syringe needle into the reaction mixture over a period of 4 h. TLC(eluent: 10:1 CH2Cl2/methanol) revealed presence of two new spots at Rf=0.27 and 0.46 (faint) along with unreacted starting material spot at Rf=0.80. Stopped bubb... As a reaction SMILES: [Cl:1][C:2]1[CH:7]=[C:6]([Cl:8])[CH:5]=[CH:4][C:3]=1[C:9]1[N:10]([CH3:21])[C:11]([CH3:20])=[C:12]2[C:17](=O)[NH:16][C:15]([CH3:19])=[N:14][C:13]=12.[C:22](#[N:24])[CH3:23].Cl.C(Cl)Cl.[CH3:29][OH:30].[O:31]1[CH2:36]CO[CH2:33][CH2:32]1>>[CH3:29][O:30][CH2:23][CH2:22][N:24]([CH2:33][CH2:32][O:31][CH3:36])[C:17]1[C:12]2[C:13](=[C:9]([C:3]3[CH:4]=[CH:5][C:6]([Cl:8])=[CH:7][C:2]=3[Cl:1])[N:10]([CH3:21])[C:11]=2[CH3:20])[N:14]=[C:15]([CH3:19])[N:16]=1 |f:3.4|. Reactants: ClC1=C(C=CC(=C1)Cl)C=1N(C(=C2C1N=C(NC2=O)C)C)C (7-(2,4-Dichlorophenyl)-2,5,6-trimethyl-pyrrolo[3,4-d]pyrimidine-4(3H)-one), Cl (HCl), C(Cl)Cl.CO (CH2Cl2 methanol), Example 1, C(C)#N (acetonitrile), O1CCOCC1 (dioxane). Reactants: C(C)(C)N(C(CBr)=O)C1=CC(=CC=C1)OC (N-Isopropyl-N-(3-methoxy-phenyl) bromoacetamide), C1(=CC=CC=C1)NC1=C(C=CC=C1)N (N-phenyl phenylenediamine), C([O-])([O-])=O.[K+].[K+] (potassium carbonate). Solvent: CN(C)C=O (DMF). Reaction conditions: time 20 hour. The product is C(C)(C)N(C(CNC1=C(C=CC=C1)NC1=CC=CC=C1)=O)C1=CC(=CC=C1)OC (N-Isopropyl-N-(3-methoxy-phenyl)-2-(2-phenylamino-phenylamino) acetamide). RXN SMILES: [CH:1]([N:4]([C:9]1[CH:14]=[CH:13][CH:12]=[C:11]([O:15][CH3:16])[CH:10]=1)[C:5](=[O:8])[CH2:6]Br)([CH3:3])[CH3:2].[C:17]1([NH:23][C:24]2[CH:29]=[CH:28][CH:27]=[CH:26][C:25]=2[NH2:30])[CH:22]=[CH:21][CH:20]=[CH:19][CH:18]=1.C(=O)([O-])[O-].[K+].[K+]>CN(C=O)C>[CH:1]([N:4]([C:9]1[CH:14]=[CH:13][CH:12]=[C:11]([O:15][CH3:16])[CH:10]=1)[C:5](=[O:8])[CH2:6][NH:30][C:25]1[CH:26]=[CH:27][CH:28]=[CH:29][C:24]=1[NH:23][C:17]1[CH:18]=[CH:19][CH:20]=[CH:21][CH:22]=1)([CH3:3])[CH3:2] |f:2.3.4|. Procedure details: A mixture of N-Isopropyl-N-(3-methoxy-phenyl) bromoacetamide, prepared as in Part B, (12.0 g 41.9 mmol), N-phenyl phenylenediamine (7.7 g, 41.9 mmol) and potassium carbonate (5.79 g) in DMF (100 mL) is stirred at RT for 20 h. The reaction mixture is filtered through celite and the filtrate diluted with ethyl acetate (150 mL) and washed with water (2×100 mL), 2N hydrochloric acid (2×100 mL), 1N aqueous sodium hydrogen carbonate (100 mL), dried (K2CO3 /MgSO4), and concentrated in vacuo. Purificati... Starting materials: CC(C)(C)OC(=O)N1CC(F)(F)CC1CNc1cccc(Cl)c1, ClCCl, O=C(O)C(F)(F)F. Yields the product FC1(F)CNC(CNc2cccc(Cl)c2)C1. Reaction SMILES: [C:8]([O:9][C:10](=[O:11])[N:15]1[CH:16]([CH2:22][NH:23][c:24]2[cH:25][c:26]([Cl:30])[cH:27][cH:28][cH:29]2)[CH2:17][C:18]([F:20])([F:21])[CH2:19]1)([CH3:12])([CH3:13])[CH3:14].[Cl:31][CH2:32][Cl:33].[F:1][C:2]([F:3])([F:4])[C:5]([OH:6])=[O:7]>>[NH:15]1[CH:16]([CH2:22][NH:23][c:24]2[cH:25][c:26]([Cl:30])[cH:27][cH:28][cH:29]2)[CH2:17][C:18]([F:20])([F:21])[CH2:19]1. The reactants are C#CCBr, CC(C)=O, CCCOc1nc(C(F)(F)F)cc(=O)n1-c1cc(O)c(Cl)cc1F, [Na+], [Na+], O=C([O-])[O-]. Product: C#CCOc1cc(-n2c(OCCC)nc(C(F)(F)F)cc2=O)c(F)cc1Cl. As a reaction SMILES: [CH2:25]([C:26]#[CH:27])[Br:28].[CH3:35][C:36](=[O:37])[CH3:38].[Cl:1][c:2]1[cH:3][c:4]([F:24])[c:5](-[n:9]2[c:10]([O:20][CH2:21][CH2:22][CH3:23])[n:11][c:12]([C:16]([F:17])([F:18])[F:19])[cH:13][c:14]2=[O:15])[cH:6][c:7]1[OH:8].[Na+:29].[Na+:30].[O-:31][C:32](=[O:33])[O-:34]>>[Cl:1][c:2]1[cH:3][c:4]([F:24])[c:5](-[n:9]2[c:10]([O:20][CH2:21][CH2:22][CH3:23])[n:11][c:12]([C:16]([F:17])([F:18])[F:19])[cH:13][c:14]2=[O:15])[cH:6][c:7]1[O:8][CH2:27][C:26]#[CH:25].